Dataset: the Open Reaction Database (ORD), a public repository of structured organic reaction records. Task: describe an organic reaction: reactants, conditions, products, and yield Reactants: CC(=O)O, NC(=C1Sc2ccccc2C1=O)c1ccc(F)cc1. Yields the product NC(=C1C(=O)c2ccccc2S1=O)c1ccc(F)cc1. As a reaction SMILES: [CH3:20][C:21]([OH:22])=[O:23].[NH2:1][C:2](=[C:3]1[C:4](=[O:12])[c:5]2[c:6]([cH:8][cH:9][cH:10][cH:11]2)[S:7]1)[c:13]1[cH:14][cH:15][c:16]([F:19])[cH:17][cH:18]1>>[NH2:1][C:2](=[C:3]1[C:4](=[O:12])[c:5]2[c:6]([cH:8][cH:9][cH:10][cH:11]2)[S:7]1=[O:22])[c:13]1[cH:14][cH:15][c:16]([F:19])[cH:17][cH:18]1.